Dataset: the Open Reaction Database (ORD), a public repository of structured organic reaction records. Task: describe an organic reaction: reactants, conditions, products, and yield As a reaction SMILES: [CH2:15]([CH2:16][CH2:17][CH3:18])[Sn:19]([CH2:20][CH2:21][CH2:22][CH3:23])([CH2:24][CH2:25][CH2:26][CH3:27])[Cl:28].[CH2:29]1[O:30][CH2:31][CH2:32][CH2:33]1.[CH2:6]([CH3:7])[O:8][CH2:9][n:10]1[cH:11][n:12][cH:13][cH:14]1.[CH3:1][CH2:2][CH2:3][CH2:4][Li:5]>>[CH2:6]([CH3:7])[O:8][CH2:9][n:10]1[c:11]([Sn:19]([CH2:15][CH2:16][CH2:17][CH3:18])([CH2:20][CH2:21][CH2:22][CH3:23])[CH2:24][CH2:25][CH2:26][CH3:27])[n:12][cH:13][cH:14]1. Reactants: CCCC[Sn](Cl)(CCCC)CCCC, C1CCOC1, CCOCn1ccnc1, [Li]CCCC. The product is CCCC[Sn](CCCC)(CCCC)c1nccn1COCC.